From a dataset of the Open Reaction Database (ORD), a public repository of structured organic reaction records. describe an organic reaction: reactants, conditions, products, and yield Reactants: C(=O)(O)C1=CC=C(C=C1)B(O)O (4-carboxybenzeneboronic acid), ClC1=NC=CC=C1Cl (2,3-dichloropyridine). The product is ClC=1C(=NC=CC1)C1=CC=C(C(=O)O)C=C1 (4-(3-Chloro-2-pyridyl)-benzoic acid). RXN SMILES: [C:1]([C:4]1[CH:9]=[CH:8][C:7](B(O)O)=[CH:6][CH:5]=1)([OH:3])=[O:2].Cl[C:14]1[C:19]([Cl:20])=[CH:18][CH:17]=[CH:16][N:15]=1>>[Cl:20][C:19]1[C:14]([C:7]2[CH:8]=[CH:9][C:4]([C:1]([OH:3])=[O:2])=[CH:5][CH:6]=2)=[N:15][CH:16]=[CH:17][CH:18]=1. Reported procedure: The title compound may be prepared from 4-carboxybenzeneboronic acid and 2,3-dichloropyridine using the procedure outlined in Description 29 (D29), for the synthesis of 4-(6-methyl-2-pyridyl)-benzoic acid. The reactants are O=C1CCC(c2ccc3[nH]c(=O)oc3c2)CC1, NCCCc1cc(F)cc(F)c1. Product: O=c1[nH]c2ccc(C3CCC(NCCCc4cc(F)cc(F)c4)CC3)cc2o1. RXN SMILES: [CH:13]1([c:20]2[cH:21][c:22]3[c:23]([nH:24][c:25](=[O:27])[o:26]3)[cH:28][cH:29]2)[CH2:14][CH2:15][C:16](=[O:19])[CH2:17][CH2:18]1.[F:1][c:2]1[cH:3][c:4]([CH2:9][CH2:10][CH2:11][NH2:12])[cH:5][c:6]([F:8])[cH:7]1>>[F:1][c:2]1[cH:3][c:4]([CH2:9][CH2:10][CH2:11][NH:12][CH:16]2[CH2:15][CH2:14][CH:13]([c:20]3[cH:21][c:22]4[c:23]([nH:24][c:25](=[O:27])[o:26]4)[cH:28][cH:29]3)[CH2:18][CH2:17]2)[cH:5][c:6]([F:8])[cH:7]1. The reactants are OCC1CNCCC1 (3-(hydroxymethyl)piperidine), COC=1C=C(C=CC1OC)CCCl (2-(3,4-dimethoxyphenyl)-ethyl chloride), COC=1C=C(C=CC1OC)CCCl (2-(3,4-dimethoxyphenyl)-ethyl chloride), Cl (hydrochloric acid). Run in C(C)N(CC)CC (triethylamine). Yields the product COC=1C=C(C=CC1OC)CCN1CC(CCC1)CO (N-[2-(3,4-dimethoxyphenyl)-ethyl]-3-(hydroxymethyl)-piperidine). Isolated yield 38.1%. Reaction SMILES: [OH:1][CH2:2][CH:3]1[CH2:8][CH2:7][CH2:6][NH:5][CH2:4]1.[CH3:9][O:10][C:11]1[CH:12]=[C:13]([CH2:19][CH2:20]Cl)[CH:14]=[CH:15][C:16]=1[O:17][CH3:18].Cl>C(N(CC)CC)C>[CH3:9][O:10][C:11]1[CH:12]=[C:13]([CH2:19][CH2:20][N:5]2[CH2:6][CH2:7][CH2:8][CH:3]([CH2:2][OH:1])[CH2:4]2)[CH:14]=[CH:15][C:16]=1[O:17][CH3:18]. Reported procedure: A mixture of 5.75 g of 3-(hydroxymethyl)piperidine, 13.8 ml of triethylamine and 10 g of 2-(3,4-dimethoxyphenyl)-ethyl chloride was heated under reflux for 4 hours. After the reaction mixture had cooled, it was acidified with about 30 ml of aqueous 2N hydrochloric acid solution, and unreacted 2-(3,4-dimethoxyphenyl)-ethyl chloride was separated by extraction with tert-butyl methyl ether. The aqueous phase was then rendered alkaline by addition of sodium hydroxide solution and was extracted with ... RXN SMILES: [CH3:15][I:16].[CH3:17][C:18](=[O:19])[CH3:20].[c:1]1([C:7]([CH2:8][c:9]2[n:10][n:11][nH:12][n:13]2)=[O:14])[cH:2][cH:3][cH:4][cH:5][cH:6]1>>[c:1]1([C:7]([CH2:8][c:9]2[n:10]([CH3:15])[n:11][n:12][n:13]2)=[O:14])[cH:2][cH:3][cH:4][cH:5][cH:6]1. Product: Cn1nnnc1CC(=O)c1ccccc1. Reactants: CI, CC(C)=O, O=C(Cc1nn[nH]n1)c1ccccc1. As a reaction SMILES: C[O:2][C:3]1[CH:4]=[C:5]([CH2:11][CH2:12][NH:13][C:14]([CH:16]2[CH2:21][CH2:20][CH2:19][CH2:18][CH2:17]2)=[O:15])[CH:6]=[CH:7][C:8]=1[O:9]C.B(I)(I)I.C(=O)(O)[O-].[Na+].Cl>C(Cl)Cl>[OH:2][C:3]1[CH:4]=[C:5]([CH2:11][CH2:12][NH:13][C:14]([CH:16]2[CH2:21][CH2:20][CH2:19][CH2:18][CH2:17]2)=[O:15])[CH:6]=[CH:7][C:8]=1[OH:9] |f:2.3|. The reactants are COC=1C=C(C=CC1OC)CCNC(=O)C1CCCCC1 (N-[β-(3,4-Dimethoxyphenyl)-ethyl]-cyclohexanecarboxamide), C([O-])(O)=O.[Na+] (sodium bicarbonate), Cl (hydrochloric acid), carboxylate, B(I)(I)I (boron triiodide). Procedure: Dissolve 2.0 g. of the product of Step A carboxylate in 15 ml. of methylene chloride and cool the solution to about -78°C. Add 2.5 g. of boron triiodide and allow the reaction mixture to warm up to about 0°C with vigorous stirring. Stir the reaction mixture at about 0°C overnight, then add about 10 ml. saturated sodium bicarbonate solution. Acidify the mixture with 2N hydrochloric acid and extract with ethyl acetate. Decolorize the extract with aqueous sodium thiosulfate, then wash the extract s... The product is OC=1C=C(C=CC1O)CCNC(=O)C1CCCCC1 (N-[β-(3,4-Dihydroxyphenyl)-ethyl]-cyclohexanecarboxamide). Conditions: temperature 0 celsius, time 8 hour. Solvent: C(Cl)Cl (methylene chloride). Starting materials: BrB(Br)Br, CO, COc1ccc(C(=O)c2ccon2)cc1, ClCCl. The product is O=C(c1ccc(O)cc1)c1ccon1. As a reaction SMILES: [B:1]([Br:2])([Br:3])[Br:4].[CH3:20][OH:21].[CH3:5][O:6][c:7]1[cH:8][cH:9][c:10]([C:11](=[O:12])[c:13]2[n:14][o:15][cH:16][cH:17]2)[cH:18][cH:19]1.[Cl:22][CH2:23][Cl:24]>>[OH:6][c:7]1[cH:8][cH:9][c:10]([C:11](=[O:12])[c:13]2[n:14][o:15][cH:16][cH:17]2)[cH:18][cH:19]1.